This data is from the Open Reaction Database (ORD), a public repository of structured organic reaction records. The task is: describe an organic reaction: reactants, conditions, products, and yield Starting materials: O=Cc1cccc(Br)c1, O=C([O-])[O-], C1=COCC1, [Cs+], [Cs+], C1COCCO1, O. The product is O=Cc1cccc(C2CC=CO2)c1. RXN SMILES: [Br:1][c:2]1[cH:3][cH:4][cH:5][c:6]([CH:7]=[O:8])[cH:9]1.[C:15](=[O:16])([O-:17])[O-:18].[CH2:10]1[CH2:11][CH:12]=[CH:13][O:14]1.[Cs+:19].[Cs+:20].[O:21]1[CH2:22][CH2:23][O:24][CH2:25][CH2:26]1.[OH2:27]>>[c:2]1([CH:10]2[CH2:11][CH:12]=[CH:13][O:14]2)[cH:3][cH:4][cH:5][c:6]([CH:7]=[O:8])[cH:9]1.